Dataset: the Open Reaction Database (ORD), a public repository of structured organic reaction records. Task: describe an organic reaction: reactants, conditions, products, and yield The reactants are CNC, O=C(c1ccccc1)C(F)CC(F)N1CCC(O)(c2ccc(Cl)cc2)CC1, Cl, c1ccccc1. Product: CN(C)C(CC(F)N1CCC(O)(c2ccc(Cl)cc2)CC1)C(=O)c1ccccc1. Reaction SMILES: [CH3:29][NH:30][CH3:31].[Cl:2][c:3]1[cH:4][cH:5][c:6]([C:9]2([OH:28])[CH2:10][CH2:11][N:12]([CH:15]([CH2:16][CH:17]([C:18](=[O:19])[c:20]3[cH:21][cH:22][cH:23][cH:24][cH:25]3)[F:26])[F:27])[CH2:13][CH2:14]2)[cH:7][cH:8]1.[ClH:1].[cH:32]1[cH:33][cH:34][cH:35][cH:36][cH:37]1>>[Cl:2][c:3]1[cH:4][cH:5][c:6]([C:9]2([OH:28])[CH2:10][CH2:11][N:12]([CH:15]([CH2:16][CH:17]([C:18](=[O:19])[c:20]3[cH:21][cH:22][cH:23][cH:24][cH:25]3)[N:30]([CH3:29])[CH3:31])[F:27])[CH2:13][CH2:14]2)[cH:7][cH:8]1. The solvent is O (water), C(C)O (ethanol). Reaction SMILES: [CH3:1][NH:2][C:3](=[S:17])[NH:4][C:5]1[S:6][CH:7]=[C:8]([C:10](=[O:16])[C:11]([O:13]CC)=[O:12])[N:9]=1.CNC(=S)NC1NC(C(=O)C(OCC)=O)=CS1.[OH-].[Na+].Cl>O.C(O)C>[CH3:1][NH:2][C:3](=[S:17])[NH:4][C:5]1[S:6][CH:7]=[C:8]([C:10](=[O:16])[C:11]([OH:13])=[O:12])[N:9]=1 |f:2.3|. Procedure: To a mixture of ethyl 2-[2[3-(methyl)thioureido]-1,3-thiazol-4-yl]glyoxylate, which can be represented as ethyl 2-[2-[3-(methyl)thioureido]-2,3-dihydro-1,3-thiazol-4-yl]glyoxylate, (21 g.), ethanol (200 ml.) and water (100 ml.) was added 1 N sodium hydroxide aqueous solution (154 ml.) under ice-cooling and stirring. The mixture was further stirred for 10 minutes and then neutralized with 1 N hydrochloric acid (154 ml.). The precipitates were collected by filtration, washed with water and then dr... Product: CNC(NC=1SC=C(N1)C(C(=O)O)=O)=S (2-[2-[3-(methyl)thioureido]-1,3-thiazol-4-yl]glyoxylic acid). Starting materials: CNC(NC=1SC=C(N1)C(C(=O)OCC)=O)=S (ethyl 2-[2[3-(methyl)thioureido]-1,3-thiazol-4-yl]glyoxylate), Cl (hydrochloric acid), CNC(NC1SC=C(N1)C(C(=O)OCC)=O)=S (ethyl 2-[2-[3-(methyl)thioureido]-2,3-dihydro-1,3-thiazol-4-yl]glyoxylate), [OH-].[Na+] (sodium hydroxide). The reactants are O=C([O-])[O-], CCNCC, CC#N, [O-][n+]1cc(CCl)ccc1Cl, [K+], [K+]. The product is CCN(CC)Cc1ccc(Cl)[n+]([O-])c1. RXN SMILES: [C:16](=[O:17])([O-:18])[O-:19].[CH2:11]([CH3:12])[NH:13][CH2:14][CH3:15].[CH3:22][C:23]#[N:24].[Cl:1][c:2]1[n+:3]([O-:10])[cH:4][c:5]([CH2:8][Cl:9])[cH:6][cH:7]1.[K+:20].[K+:21]>>[Cl:1][c:2]1[n+:3]([O-:10])[cH:4][c:5]([CH2:8][N:13]([CH2:11][CH3:12])[CH2:14][CH3:15])[cH:6][cH:7]1. Reactants: CC(C)=O, O=C(Cl)CCl, NC(c1ccc(F)cc1)c1ccc(F)cc1, [Na+], [Na+], O=C([O-])[O-]. Yields the product O=C(CCl)NC(c1ccc(F)cc1)c1ccc(F)cc1. As a reaction SMILES: [CH3:28][C:29](=[O:30])[CH3:31].[Cl:23][CH2:24][C:25](=[O:26])[Cl:27].[F:1][c:2]1[cH:3][cH:4][c:5]([CH:8]([NH2:9])[c:10]2[cH:11][cH:12][c:13]([F:16])[cH:14][cH:15]2)[cH:6][cH:7]1.[Na+:17].[Na+:18].[O-:19][C:20](=[O:21])[O-:22]>>[F:1][c:2]1[cH:3][cH:4][c:5]([CH:8]([NH:9][C:25]([CH2:24][Cl:23])=[O:26])[c:10]2[cH:11][cH:12][c:13]([F:16])[cH:14][cH:15]2)[cH:6][cH:7]1. Reactants: COc1c(OCC2CCN(C(=O)OC(C)(C)C)CC2)cc(F)c2c(-c3ccc(OCc4ccccc4)c(C)c3)nc3c(c(C)nn3C(C)(C)C)c12, ClCCl, ClC(Cl)Cl, O=C(O)C(F)(F)F, [K+], [OH-], O. Yields the product COc1c(OCC2CCNCC2)cc(F)c2c(-c3ccc(OCc4ccccc4)c(C)c3)nc3c(c(C)nn3C(C)(C)C)c12. As a reaction SMILES: [CH3:1][C:2]([CH3:3])([CH3:4])[n:5]1[n:6][c:7]([CH3:51])[c:8]2[c:9]1[n:10][c:11](-[c:36]1[cH:37][c:38]([CH3:50])[c:39]([O:42][CH2:43][c:44]3[cH:45][cH:46][cH:47][cH:48][cH:49]3)[cH:40][cH:41]1)[c:12]1[c:13]([F:35])[cH:14][c:15]([O:20][CH2:21][CH:22]3[CH2:23][CH2:24][N:25]([C:28]([O:29][C:30]([CH3:31])([CH3:32])[CH3:33])=[O:34])[CH2:26][CH2:27]3)[c:16]([O:18][CH3:19])[c:17]21.[Cl:52][CH2:53][Cl:54].[Cl:64][CH:65]([Cl:66])[Cl:67].[F:55][C:56]([F:57])([F:58])[C:59]([OH:60])=[O:61].[K+:63].[OH-:62].[OH2:68]>>[CH3:1][C:2]([CH3:3])([CH3:4])[n:5]1[n:6][c:7]([CH3:51])[c:8]2[c:9]1[n:10][c:11](-[c:36]1[cH:37][c:38]([CH3:50])[c:39]([O:42][CH2:43][c:44]3[cH:45][cH:46][cH:47][cH:48][cH:49]3)[cH:40][cH:41]1)[c:12]1[c:13]([F:35])[cH:14][c:15]([O:20][CH2:21][CH:22]3[CH2:23][CH2:24][NH:25][CH2:26][CH2:27]3)[c:16]([O:18][CH3:19])[c:17]21. Reactants: ClC1=CC(=NC(=C1)Cl)C=1SC=CN1 (2-(4,6-dichloropyridin-2-yl)thiazole), B(C=1C=CC(=CC1)C)(O)O (p-tolylboronic acid), [O-]P(=O)([O-])[O-].[K+].[K+].[K+] (K3PO4), C1CCOC1 (THF). The reagents and catalysts are C1=CC=C(C=C1)P([C-]2C=CC=C2)C3=CC=CC=C3.C1=CC=C(C=C1)P([C-]2C=CC=C2)C3=CC=CC=C3.Cl[Pd]Cl.[Fe+2] (Pd(dppf)Cl2). Solvent: CCOC(=O)C (EtOAc), [Cl-].[Na+].O (brine), hexanes, CCOC(=O)C (EtOAc), O (water). Reaction conditions: time 16 hour. Product: ClC1=CC(=NC(=C1)C1=CC=C(C=C1)C)C=1SC=CN1 (2-(4-chloro-6-(p-tolyl)pyridin-2-yl)thiazole). Yield: 44.4%. RXN SMILES: [Cl:1][C:2]1[CH:7]=[C:6](Cl)[N:5]=[C:4]([C:9]2[S:10][CH:11]=[CH:12][N:13]=2)[CH:3]=1.B(O)(O)[C:15]1[CH:16]=[CH:17][C:18]([CH3:21])=[CH:19][CH:20]=1.[O-]P([O-])([O-])=O.[K+].[K+].[K+].C1COCC1>CCOC(C)=O.[Cl-].[Na+].O.C1C=CC(P(C2C=CC=CC=2)[C-]2C=CC=C2)=CC=1.C1C=CC(P(C2C=CC=CC=2)[C-]2C=CC=C2)=CC=1.Cl[Pd]Cl.[Fe+2].O>[Cl:1][C:2]1[CH:7]=[C:6]([C:15]2[CH:20]=[CH:19][C:18]([CH3:21])=[CH:17][CH:16]=2)[N:5]=[C:4]([C:9]2[S:10][CH:11]=[CH:12][N:13]=2)[CH:3]=1 |f:2.3.4.5,8.9.10,11.12.13.14|. Reported procedure: To a 2 dram vial equipped with a stir bar was added 2-(4,6-dichloropyridin-2-yl)thiazole (50 mg, 0.22 mmol), p-tolylboronic acid (29 mg, 0.22 mmol), Pd(dppf)Cl2 (8 mg, 11 μmol) and K3PO4 (344 mg, 1.62 mmol). The vial was capped with a septum screw-cap and then placed under N2 atmosphere. To the vial was added THF (1 mL) and water (0.5 mL). The mixture was placed in a 60° C. oil bath with stirring for 16 h. The reaction mixture was diluted with EtOAc (5 mL) and brine (1 mL). The mixture was shake... Solvent: C(C)O (ethanol). Reported procedure: Allylglycidyl ether (94.7 g.) is added with stirring to a solution of n-propylamine (98 g., 137 ml.) in ethanol (200 ml.). The mixture is heated under reflux for 18 hours and the solvent in excess of n-propylamine are distilled off. The residual oil is distilled and the fraction b.p. 79°-85° C. at 1 m.m. is collected to give 1-allyloxy-3-n-propylamino-2-propanol. Reaction SMILES: [CH2:1]([O:4][CH2:5][CH:6]1[O:8][CH2:7]1)[CH:2]=[CH2:3].[CH2:9]([NH2:12])[CH2:10][CH3:11]>C(O)C>[CH2:1]([O:4][CH2:5][CH:6]([OH:8])[CH2:7][NH:12][CH2:9][CH2:10][CH3:11])[CH:2]=[CH2:3]. The product is C(C=C)OCC(CNCCC)O (1-allyloxy-3-n-propylamino-2-propanol). The reactants are C(C=C)OCC1CO1 (Allylglycidyl ether), C(CC)N (n-propylamine).